The task is: describe an organic reaction: reactants, conditions, products, and yield. This data is from the Open Reaction Database (ORD), a public repository of structured organic reaction records. Reactants: C(C)N=C=O (ethyl isocyanate), NC1=C(C=NN1C1=CC=C(C=C1)F)C(C1=CC(=CC=C1)OC(=O)NCC)=O (5-amino-1-(4-fluorophenyl)-4-[3-ethylaminocarbonyloxybenzoyl]pyrazole). Product: NC1=C(C=NN1C1=CC=C(C=C1)F)C(C1=CC(=CC=C1)OC(=O)NC(C)C)=O (5-amino-1-(4-fluorophenyl)-4-[3-isopropylaminocarbonyloxybenzoyl]pyrazole). RXN SMILES: [CH2:1](N=C=O)C.[NH2:6][C:7]1[N:11]([C:12]2[CH:17]=[CH:16][C:15]([F:18])=[CH:14][CH:13]=2)[N:10]=[CH:9][C:8]=1[C:19](=[O:32])[C:20]1[CH:25]=[CH:24][CH:23]=[C:22]([O:26][C:27]([NH:29][CH2:30][CH3:31])=[O:28])[CH:21]=1>>[NH2:6][C:7]1[N:11]([C:12]2[CH:13]=[CH:14][C:15]([F:18])=[CH:16][CH:17]=2)[N:10]=[CH:9][C:8]=1[C:19](=[O:32])[C:20]1[CH:25]=[CH:24][CH:23]=[C:22]([O:26][C:27]([NH:29][CH:30]([CH3:1])[CH3:31])=[O:28])[CH:21]=1. Reported procedure: Replacing isopropyl isocyanate with ethyl isocyanate was made 5-amino-1-(4-fluorophenyl)-4-[3-ethylaminocarbonyloxybenzoyl]pyrazole (84). Mpt. 201.2-202.8° C. The reactants are CC(=O)CC(C)=O, COCCOC, Cl, O=C(Cl)c1ccc(NCCCCCCCCCCCCCCCC(F)(F)F)cc1, [H-], [Na+]. The product is CC(=O)C(C(C)=O)C(=O)c1ccc(NCCCCCCCCCCCCCCCC(F)(F)F)cc1. Reaction SMILES: [CH3:1][C:2]([CH2:3][C:4]([CH3:5])=[O:6])=[O:7].[CH3:40][O:41][CH2:42][CH2:43][O:44][CH3:45].[ClH:10].[F:11][C:12]([CH2:13][CH2:14][CH2:15][CH2:16][CH2:17][CH2:18][CH2:19][CH2:20][CH2:21][CH2:22][CH2:23][CH2:24][CH2:25][CH2:26][CH2:27][NH:28][c:29]1[cH:30][cH:31][c:32]([C:33](=[O:34])[Cl:35])[cH:36][cH:37]1)([F:38])[F:39].[H-:8].[Na+:9]>>[CH3:1][C:2]([CH:3]([C:4]([CH3:5])=[O:6])[C:33]([c:32]1[cH:31][cH:30][c:29]([NH:28][CH2:27][CH2:26][CH2:25][CH2:24][CH2:23][CH2:22][CH2:21][CH2:20][CH2:19][CH2:18][CH2:17][CH2:16][CH2:15][CH2:14][CH2:13][C:12]([F:11])([F:38])[F:39])[cH:37][cH:36]1)=[O:34])=[O:7]. As a reaction SMILES: [F:1][C:2]1[CH:7]=[CH:6][C:5]([C:8]([C:19]2[CH:24]=[CH:23][C:22]([F:25])=[CH:21][CH:20]=2)=[C:9]([C:12]2[N:16]([CH2:17][CH3:18])[N:15]=[N:14][N:13]=2)C=O)=[CH:4][CH:3]=1.C1(P(=[CH:45][CH:46]=[O:47])(C2C=CC=CC=2)C2C=CC=CC=2)C=CC=CC=1.[CH:48]1C=CC=CC=1>>[F:1][C:2]1[CH:3]=[CH:4][C:5]([C:8]([C:19]2[CH:24]=[CH:23][C:22]([F:25])=[CH:21][CH:20]=2)=[C:9]([C:12]2[N:16]([CH2:17][CH3:18])[N:15]=[N:14][N:13]=2)[CH:48]=[CH:45][CH:46]=[O:47])=[CH:6][CH:7]=1. Reactants: FC1=CC=C(C=C1)C(=C(C=O)C1=NN=NN1CC)C1=CC=C(C=C1)F (3,3-bis(4-fluorophenyl)-2-(1-ethyl-1H-tetrazol-5-yl)-2-propenal), C1(=CC=CC=C1)P(C1=CC=CC=C1)(C1=CC=CC=C1)=CC=O (triphenylphosphoranylidene acetaldehyde), C1=CC=CC=C1 (benzene). Yields the product FC1=CC=C(C=C1)C(=C(C=CC=O)C1=NN=NN1CC)C1=CC=C(C=C1)F (5,5-Bis(4-fluorophenyl)-4-(1-ethyl-1H-tetrazol-5-yl)-2,4-pentadienal). The yield is 79.7%. Procedure details: A solution of 3,3-bis(4-fluorophenyl)-2-(1-ethyl-1H-tetrazol-5-yl)-2-propenal (0.65 g, 1.9 mmoles) and 0.64 g (2.1 mmoles) of triphenylphosphoranylidene acetaldehyde in benzene was heated at reflux temperature for 2 hours. The solution was concentrated in vacuo and the residue purified by silica gel column chromatography eluting with CH2Cl2 to give 0.55 g (79.7%) of the title compound, m.p.=163°-165° C. Starting materials: C=C1CN(c2ccc3c(c2)OC(F)(F)C(F)(F)O3)C(=NC(C)=O)S1, CB(O)O, CC(=O)O, [Na+], [Na+], O[B-]1(O)OO[B-](O)(O)OO1. The product is C=C1CN(c2ccc3c(c2)OC(F)(F)C(F)(F)O3)C(=N)S1. Reaction SMILES: [CH2:1]=[C:2]1[CH2:3][N:4]([c:11]2[cH:12][c:13]3[c:14]([cH:23][cH:24]2)[O:15][C:16]([F:21])([F:22])[C:17]([F:19])([F:20])[O:18]3)[C:5](=[N:7][C:8](=[O:9])[CH3:10])[S:6]1.[CH3:25][B:26]([OH:27])[OH:28].[CH3:41][C:42](=[O:43])[OH:44].[Na+:29].[Na+:30].[OH:31][B-:32]1([OH:40])[O:33][O:34][B-:35]([OH:36])([OH:37])[O:38][O:39]1>>[CH2:1]=[C:2]1[CH2:3][N:4]([c:11]2[cH:12][c:13]3[c:14]([cH:23][cH:24]2)[O:15][C:16]([F:21])([F:22])[C:17]([F:19])([F:20])[O:18]3)[C:5](=[NH:7])[S:6]1.